Task: describe an organic reaction: reactants, conditions, products, and yield. Dataset: the Open Reaction Database (ORD), a public repository of structured organic reaction records Starting materials: [O-]S(=O)(=O)[O-].[Mg+2] (Magnesium sulfate anhydrous), C(O)([O-])=O.[Na+] (sodium hydrogen carbonate), S(O)(O)(=O)=O (sulfuric acid), OC1=C(C=C(C(=O)O)C=C1)[N+](=O)[O-] (4-hydroxy-3-nitrobenzoic acid), C(C)(C)(C)O (tert-butanol). Solvent: ClCCl (dichloromethane), ClCCl (dichloromethane). Reaction conditions: time 15 minute. Yields the product OC1=C(C=C(C(=O)OC(C)(C)C)C=C1)[N+](=O)[O-] (tert-butyl 4-hydroxy-3-nitrobenzoate). Yield: 91.6%. RXN SMILES: [O-]S([O-])(=O)=O.[Mg+2].S(=O)(=O)(O)O.[OH:12][C:13]1[CH:21]=[CH:20][C:16]([C:17]([OH:19])=[O:18])=[CH:15][C:14]=1[N+:22]([O-:24])=[O:23].[C:25](O)([CH3:28])([CH3:27])[CH3:26].C(=O)([O-])O.[Na+]>ClCCl>[OH:12][C:13]1[CH:21]=[CH:20][C:16]([C:17]([O:19][C:25]([CH3:28])([CH3:27])[CH3:26])=[O:18])=[CH:15][C:14]=1[N+:22]([O-:24])=[O:23] |f:0.1,5.6|. Procedure: Magnesium sulfate anhydrous (9.62 g, 80 mmol) was suspended at room temperature in dichloromethane (50 mL) and 96% sulfuric acid (1.1 mL, 20 mmol) was added, the mixture was vigorously stirred for 15 min and then 4-hydroxy-3-nitrobenzoic acid (3.7 g, 20.22 mmol) and tert-butanol (9.6 mL, 100 mmol) were added. Stirring was continued for 48 hours. A saturated sodium hydrogen carbonate solution (150 mL) was slowly added and the mixture was diluted with dichloromethane (150 mL). The organic layer wa... Starting materials: C(CCC)C=1N=C(NC(C1CC1=CC=C(C=C1)C=1C(=CC=CC1)C#N)=O)C (4′-[(4-butyl-2-methyl-6-oxo-1,6-dihydropyrimidin-5-yl)methyl]biphenyl-2-carbonitrile), [H-].[Na+] (sodium hydride), CN(C=O)C (N,N-dimethylformamide), BrCC1=CC=C(C=C1)F (1-(bromomethyl)-4-fluorobenzene). Run in C(C)(=O)OCC (ethyl acetate). Reaction conditions: time 10 minute. The product is C(CCC)C=1N=C(N(C(C1CC1=CC=C(C=C1)C=1C(=CC=CC1)C#N)=O)CC1=CC=C(C=C1)F)C (4′-{[4-butyl-1-(4-fluorobenzyl)-2-methyl-6-oxo-1,6-dihydropyrimidin-5-yl]methyl}biphenyl-2-carbonitrile). Isolated yield 58.0%. Reaction SMILES: [CH2:1]([C:5]1[N:6]=[C:7]([CH3:27])[NH:8][C:9](=[O:26])[C:10]=1[CH2:11][C:12]1[CH:17]=[CH:16][C:15]([C:18]2[C:19]([C:24]#[N:25])=[CH:20][CH:21]=[CH:22][CH:23]=2)=[CH:14][CH:13]=1)[CH2:2][CH2:3][CH3:4].[H-].[Na+].CN(C)C=O.Br[CH2:36][C:37]1[CH:42]=[CH:41][C:40]([F:43])=[CH:39][CH:38]=1>C(OCC)(=O)C>[CH2:1]([C:5]1[N:6]=[C:7]([CH3:27])[N:8]([CH2:36][C:37]2[CH:42]=[CH:41][C:40]([F:43])=[CH:39][CH:38]=2)[C:9](=[O:26])[C:10]=1[CH2:11][C:12]1[CH:17]=[CH:16][C:15]([C:18]2[C:19]([C:24]#[N:25])=[CH:20][CH:21]=[CH:22][CH:23]=2)=[CH:14][CH:13]=1)[CH2:2][CH2:3][CH3:4] |f:1.2|. Procedure details: A mixture of 4′-[(4-butyl-2-methyl-6-oxo-1,6-dihydropyrimidin-5-yl)methyl]biphenyl-2-carbonitrile (1 g), sodium hydride (0.17 g) and N,N-dimethylformamide (10 mL) was stirred at room temperature for 10 min, 1-(bromomethyl)-4-fluorobenzene (0.52 mL) was added, and the mixture was stirred at room temperature for 16 hr. The reaction mixture was diluted with ethyl acetate, washed with 5% aqueous potassium hydrogen sulfate solution and then with saturated brine, and dried over anhydrous magnesium sul... The reactants are CO, Cl, CC(C)(C)OC(=O)N1CCOC(CN2c3ccccc3N(c3ccccc3)S2(=O)=O)C1. Yields the product Cl, O=S1(=O)N(CC2CNCCO2)c2ccccc2N1c1ccccc1. Reaction SMILES: [CH3:33][OH:34].[ClH:32].[O:1]=[S:2]1(=[O:31])[N:3]([c:25]2[cH:26][cH:27][cH:28][cH:29][cH:30]2)[c:4]2[c:5]([cH:21][cH:22][cH:23][cH:24]2)[N:6]1[CH2:7][CH:8]1[O:9][CH2:10][CH2:11][N:12]([C:14]([O:15][C:16]([CH3:17])([CH3:18])[CH3:19])=[O:20])[CH2:13]1>>[ClH:32].[O:1]=[S:2]1(=[O:31])[N:3]([c:25]2[cH:26][cH:27][cH:28][cH:29][cH:30]2)[c:4]2[c:5]([cH:21][cH:22][cH:23][cH:24]2)[N:6]1[CH2:7][CH:8]1[O:9][CH2:10][CH2:11][NH:12][CH2:13]1. The reactants are CCN(CC)CCOc1ccc([N+](=O)[O-])cc1C, CCOC(C)=O. The product is CCN(CC)CCOc1ccc(N)cc1C. Reaction SMILES: [CH2:1]([CH3:2])[N:3]([CH2:4][CH2:5][O:6][c:7]1[c:8]([CH3:16])[cH:9][c:10]([N+:13]([O-:14])=[O:15])[cH:11][cH:12]1)[CH2:17][CH3:18].[CH3:19][CH2:20][O:21][C:22](=[O:23])[CH3:24]>>[CH2:1]([CH3:2])[N:3]([CH2:4][CH2:5][O:6][c:7]1[c:8]([CH3:16])[cH:9][c:10]([NH2:13])[cH:11][cH:12]1)[CH2:17][CH3:18].